describe an organic reaction: reactants, conditions, products, and yield From a dataset of the Open Reaction Database (ORD), a public repository of structured organic reaction records. Reactants: O1C(=CC=C1)C1CC2=C(C(=CO2)C)C(C1)=O (6-(2-furyl)-3-methyl-4,5,6,7-tetrahydrobenzofuran-4-one), C(=N)(N)NN.Cl (aminoguanidine hydrochloride), Cl (hydrochloric acid). Solvent: C(C)O (ethanol). Reaction conditions: temperature 90 celsius, time 2 hour. Product: Cl.O1C(=CC=C1)C1CC2=C(C(=CO2)C)/C(/C1)=N/NC(=N)N ((E)-6-(2-furyl)-4-guanidinoimino-3-methyl-4,5,6,7-tetrahydrobenzofuran hydrochloride). Yield: 70.0%. As a reaction SMILES: [O:1]1[CH:5]=[CH:4][CH:3]=[C:2]1[CH:6]1[CH2:15][C:14](=O)[C:9]2[C:10]([CH3:13])=[CH:11][O:12][C:8]=2[CH2:7]1.[C:17]([NH:20][NH2:21])([NH2:19])=[NH:18].[ClH:22].Cl>C(O)C>[ClH:22].[O:1]1[CH:5]=[CH:4][CH:3]=[C:2]1[CH:6]1[CH2:15]/[C:14](=[N:21]\[NH:20][C:17]([NH2:19])=[NH:18])/[C:9]2[C:10]([CH3:13])=[CH:11][O:12][C:8]=2[CH2:7]1 |f:1.2,5.6|. Procedure: To a mixture of 6-(2-furyl)-3-methyl-4,5,6,7-tetrahydrobenzofuran-4-one (0.22 g) and aminoguanidine hydrochloride (113 mg) were ethanol (20 ml) and 6N hydrochloric acid (0.088 ml), and the mixture was stirred at 90° C. for 2 hours and cooled. The reaction solution was concentrated under reduced pressure, and the residue was washed with ethanol, ethyl acetate and isopropylether, and dried to give (E)-6-(2-furyl)-4-guanidinoimino-3-methyl-4,5,6,7-tetrahydrobenzofuran hydrochloride (Compound 47) (0... Reactants: C(CC)=O (propionaldehyde), C(C)(CC)[Li] (sec-butyllithium), COC1=C(C(=O)N(CC)CC)C=CC=C1 (2-methoxy-N,N-diethyl-benzamide), CN(CCN(C)C)C (tetramethylethylenediamine). Solvent: C(C)OCC (diethyl ether), O1CCCC1 (tetrahydrofuran). Conditions: temperature -78 celsius. Product: OC(C)C1=CC=CC(=C1C(=O)N(CC)CC)OC (6-(1-hydroxyethyl)-2-methoxy-N,N-diethyl-benzamide), crude product. As a reaction SMILES: C([Li])(CC)C.[CH3:6][O:7][C:8]1[CH:20]=[CH:19][CH:18]=[CH:17][C:9]=1[C:10]([N:12]([CH2:15][CH3:16])[CH2:13][CH3:14])=[O:11].CN(C)CCN(C)C.[CH:29](=[O:32])[CH2:30]C>O1CCCC1.C(OCC)C>[OH:32][CH:29]([C:17]1[C:9]([C:10]([N:12]([CH2:15][CH3:16])[CH2:13][CH3:14])=[O:11])=[C:8]([O:7][CH3:6])[CH:20]=[CH:19][CH:18]=1)[CH3:30]. Procedure details: 13.7 ml of sec-butyllithium (1.4M in cyclohexane/isopentane) are added dropwise to a solution of 5.2 g of 2-methoxy-N,N-diethyl-benzamide and 2.91 g of tetramethylethylenediamine in 50 ml of absolute tetrahydrofuran in such a manner that the temperature does not exceed -68° C. When the addition is complete, the reaction mixture is stirred at -78° C. for a further hour and then 2.5 ml of propionaldehyde are added. The reaction mixture is allowed to warm slowly to room temperature, is subsequently... Reactants: BrC1=NC=C(C=O)C=C1 (6-bromonicotinaldehyde), NCCCO (3-aminopropan-1-ol), C(C)(=O)O (acetic acid), C(C)(=O)O[BH-](OC(C)=O)OC(C)=O.[Na+] (Sodium triacetoxyborohydride). Solvent: C(Cl)Cl (DCM), CCOC(=O)C (EtOAc). Conditions: time 10 minute. The product is BrC1=CC=C(C=N1)CNCCCO (3-((6-bromopyridin-3-yl)methylamino)propan-1-ol). The yield is 54.6%. As a reaction SMILES: [Br:1][C:2]1[CH:9]=[CH:8][C:5]([CH:6]=O)=[CH:4][N:3]=1.[NH2:10][CH2:11][CH2:12][CH2:13][OH:14].C(O)(=O)C.C(O[BH-](OC(=O)C)OC(=O)C)(=O)C.[Na+]>C(Cl)Cl.CCOC(C)=O>[Br:1][C:2]1[N:3]=[CH:4][C:5]([CH2:6][NH:10][CH2:11][CH2:12][CH2:13][OH:14])=[CH:8][CH:9]=1 |f:3.4|. Procedure: To a solution of 6-bromonicotinaldehyde (1.25 g, 6.72 mmol) in DCM (25 mL) was added 3-aminopropan-1-ol (1.514 g, 20.16 mmol) and acetic acid (0.385 mL, 6.72 mmol), and the reaction mixture was stirred for 10 min. Sodium triacetoxyborohydride (3.56 g, 16.80 mmol) was added and the reaction mixture was stirred at RT overnight. The reaction mixture was then diluted with EtOAc and extracted with water. The organic phase was discarded. The aqueous phase was concentrated and the resultant solid was s... Starting materials: solution, Cl (hydrogen chloride), FC(C(=O)O)(F)F (trifluoroacetic acid), solution, Cl (hydrogen chloride), C(C)(C)(C)OC(=O)N[C@@H](CNC(=O)OC(C)(C)C)C(=O)N[C@@H](C)C(=O)OCCOC1=CC=C(C=C1)C1=C(C(=NC(=C1C#N)N1CCCC1)SCC=1N=C(SC1)C1=CC=C(C=C1)Cl)C#N (2-{4-(2-({(2-(4-chlorophenyl)-1,3-thiazol-4-yl)methyl}sulfanyl)-3,5-dicyano-6-(pyrrolidin-1-yl)pyridin-4-yl)phenoxy}ethyl N-(tert-butoxycarbonyl)-3-((tert-butoxycarbonyl)amino)-L-alanyl-L-alaninate), solution, Cl (hydrogen chloride). Solvent: C(C)OCC (diethyl ether), C(C)OCC (diethyl ether), ClCCl (dichloromethane), C(C)OCC (diethyl ether). Run at time 6 hour. The product is FC(C(=O)O)(F)F.FC(C(=O)O)(F)F.NC[C@H](N)C(=O)N[C@@H](C)C(=O)OCCOC1=CC=C(C=C1)C1=C(C(=NC(=C1C#N)N1CCCC1)SCC=1N=C(SC1)C1=CC=C(C=C1)Cl)C#N (2-{4-(2-({(2-(4-Chlorophenyl)-1,3-thiazol-4-yl)methyl}sulfanyl)-3,5-dicyano-6-(pyrrolidin-1-yl)pyridin-4-yl)phenoxy}ethyl 3-amino-L-alanyl-L-alaninate bis(trifluoroacetate)). Reaction SMILES: C(OC([NH:8][C@H:9]([C:19]([NH:21][C@H:22]([C:24]([O:26][CH2:27][CH2:28][O:29][C:30]1[CH:35]=[CH:34][C:33]([C:36]2[C:41]([C:42]#[N:43])=[C:40]([N:44]3[CH2:48][CH2:47][CH2:46][CH2:45]3)[N:39]=[C:38]([S:49][CH2:50][C:51]3[N:52]=[C:53]([C:56]4[CH:61]=[CH:60][C:59]([Cl:62])=[CH:58][CH:57]=4)[S:54][CH:55]=3)[C:37]=2[C:63]#[N:64])=[CH:32][CH:31]=1)=[O:25])[CH3:23])=[O:20])[CH2:10][NH:11]C(OC(C)(C)C)=O)=O)(C)(C)C.Cl.[F:66][C:67]([F:72])([F:71])[C:68]([OH:70])=[O:69]>ClCCl.C(OCC)C>[F:66][C:67]([F:72])([F:71])[C:68]([OH:70])=[O:69].[F:66][C:67]([F:72])([F:71])[C:68]([OH:70])=[O:69].[NH2:11][CH2:10][C@@H:9]([C:19]([NH:21][C@H:22]([C:24]([O:26][CH2:27][CH2:28][O:29][C:30]1[CH:31]=[CH:32][C:33]([C:36]2[C:41]([C:42]#[N:43])=[C:40]([N:44]3[CH2:48][CH2:47][CH2:46][CH2:45]3)[N:39]=[C:38]([S:49][CH2:50][C:51]3[N:52]=[C:53]([C:56]4[CH:57]=[CH:58][C:59]([Cl:62])=[CH:60][CH:61]=4)[S:54][CH:55]=3)[C:37]=2[C:63]#[N:64])=[CH:34][CH:35]=1)=[O:25])[CH3:23])=[O:20])[NH2:8] |f:5.6.7|. Procedure: 290 mg (0.311 mmol) of 2-{4-(2-({(2-(4-chlorophenyl)-1,3-thiazol-4-yl)methyl}sulfanyl)-3,5-dicyano-6-(pyrrolidin-1-yl)pyridin-4-yl)phenoxy}ethyl N-(tert-butoxycarbonyl)-3-((tert-butoxycarbonyl)amino)-L-alanyl-L-alaninate were dissolved in 5 ml dichloromethane, and 3.113 ml of a 1N solution of hydrogen chloride in diethyl ether were added. After 6 hours of stirring, a further 3.113 ml of a 1N solution of hydrogen chloride in diethyl ether were added and the mixture was stirred at room temperature... Reactants: C(C)(C)(C)OC(=O)N[C@@H]1C=C[C@@](C1)(C(=O)OC)CC (methyl (1R,4S)-4-[(tert-butoxycarbonyl)amino]-1-ethylcyclopent-2-ene-1-carboxylate), CO (methanol), O (water), O.[OH-].[Li+] (lithium hydroxide monohydrate). Solvent: O1CCCC1 (tetrahydrofuran), hexanes, CCOC(=O)C (EtOAc). The product is C(C)(C)(C)OC(=O)N[C@@H]1C=C[C@@](C1)(C(=O)O)CC ((1R,4S)-4-[(tert-Butoxycarbonyl)amino]-1-ethylcyclopent-2-ene-1-carboxylic Acid). Yield: 30.8%. Reaction SMILES: [C:1]([O:5][C:6]([NH:8][C@H:9]1[CH2:13][C@@:12]([CH2:18][CH3:19])([C:14]([O:16]C)=[O:15])[CH:11]=[CH:10]1)=[O:7])([CH3:4])([CH3:3])[CH3:2].CO.O.O.[OH-].[Li+]>O1CCCC1.CCOC(C)=O>[C:1]([O:5][C:6]([NH:8][C@H:9]1[CH2:13][C@@:12]([CH2:18][CH3:19])([C:14]([OH:16])=[O:15])[CH:11]=[CH:10]1)=[O:7])([CH3:4])([CH3:3])[CH3:2] |f:3.4.5|. Procedure: To a solution of methyl (1R,4S)-4-[(tert-butoxycarbonyl)amino]-1-ethylcyclopent-2-ene-1-carboxylate (4.80 g, 17.8 mmol) ) in a mixture of tetrahydrofuran (100 mL), methanol (100 mL) and water (20 mL) was added lithium hydroxide monohydrate (1.2 g, 28.6 mmol) and the mixture was refluxed overnight. The organic solvents were evaporated. The aqueous layer was then acidified with 6 N HCl to about pH 4 and extracted with methylene chloride three times. The combined extracts were dried, filtered, and ... The reactants are COC(=O)NC(C(=O)N1CCCC1c1ncc(-c2ccc(-c3ccc4cc(-c5cnc(C6CCCN6C(=O)C(NC(=O)OC)C(C)C)[nH]5)ccc4c3)cc2)[nH]1)c1ccccc1, COC(=O)NC(C(=O)O)c1ccccc1C. The product is COC(=O)NC(C(=O)N1CCCC1c1ncc(-c2ccc(-c3ccc4cc(-c5cnc(C6CCCN6C(=O)C(NC(=O)OC)C(C)C)[nH]5)ccc4c3)cc2)[nH]1)c1ccccc1C. Reaction SMILES: [CH3:1][O:2][C:3]([NH:4][CH:5]([CH:6]([CH3:7])[CH3:8])[C:9](=[O:10])[N:11]1[CH:12]([c:16]2[nH:17][c:18](-[c:21]3[cH:22][c:23]4[cH:24][cH:25][c:26](-[c:31]5[cH:32][cH:33][c:34](-[c:37]6[nH:38][c:39]([CH:42]7[N:43]([C:47]([CH:48]([c:49]8[cH:50][cH:51][cH:52][cH:53][cH:54]8)[NH:55][C:56](=[O:57])[O:58][CH3:59])=[O:60])[CH2:44][CH2:45][CH2:46]7)[n:40][cH:41]6)[cH:35][cH:36]5)[cH:27][c:28]4[cH:29][cH:30]3)[cH:19][n:20]2)[CH2:13][CH2:14][CH2:15]1)=[O:61].[CH3:62][O:63][C:64]([NH:65][CH:66]([c:67]1[cH:68][cH:69][cH:70][cH:71][c:72]1[CH3:73])[C:74]([OH:75])=[O:76])=[O:77]>>[CH3:1][O:2][C:3]([NH:4][CH:5]([CH:6]([CH3:7])[CH3:8])[C:9](=[O:10])[N:11]1[CH:12]([c:16]2[nH:17][c:18](-[c:21]3[cH:22][c:23]4[cH:24][cH:25][c:26](-[c:31]5[cH:32][cH:33][c:34](-[c:37]6[nH:38][c:39]([CH:42]7[N:43]([C:47]([CH:48]([c:49]8[c:50]([CH3:62])[cH:51][cH:52][cH:53][cH:54]8)[NH:55][C:56](=[O:57])[O:58][CH3:59])=[O:60])[CH2:44][CH2:45][CH2:46]7)[n:40][cH:41]6)[cH:35][cH:36]5)[cH:27][c:28]4[cH:29][cH:30]3)[cH:19][n:20]2)[CH2:13][CH2:14][CH2:15]1)=[O:61]. The reagents and catalysts are C(C)N(CC)CC (triethylamine). As a reaction SMILES: C(OC(N[C:9]1[CH:14]=[CH:13][C:12]([CH2:15][CH2:16][OH:17])=[CH:11][CH:10]=1)=O)(C)(C)C.[CH2:18]=[C:19]1[O:23][C:21](=[O:22])[CH2:20]1.[CH2:24]([CH2:27]OC)[O:25]C>C(N(CC)CC)C>[CH2:24]([O:25][C:11]1[CH:10]=[CH:9][CH:14]=[CH:13][C:12]=1[CH2:15][CH2:16][O:17][C:21](=[O:22])[CH2:20][C:19]([CH3:18])=[O:23])[C:27]1[CH:13]=[CH:14][CH:9]=[CH:10][CH:11]=1. Yields the product C(C1=CC=CC=C1)OC1=C(C=CC=C1)CCOC(CC(=O)C)=O (2-(benzyloxyphenyl)ethylacetoacetate). The reactants are C(C)(C)(C)OC(=O)NC1=CC=C(C=C1)CCO (N-(t-butoxycarbonyl)-4-(2-hydroxyethyl)aniline), C(OC)COC (dimethoxyethane), C=C1CC(=O)O1 (diketene). Procedure: A solution of 4.9 g of 1-benzyloxy-4-(2-hydroxyethyl)benzene (8) in 100 mL of dimethoxyethane (DME) and 5 drops triethylamine was heated to reflux and 1.8 mL of diketene was slowly added. The solvent was removed under reduced pressure to yield 6.4 g of 2-(benzyloxyphenyl)ethylacetoacetate (9), m.p. 54°-56° C. Reported procedure: 6.0 g. of 6,6-dimethyl-3-hepten-2-one, 15.0 g. of ethoxycarbonylmethylene-triphenyl-phosphorane and 2.5 g. of benzoic acid are dissolved in 90 ml. of absolute benzene and heated under reflux for 65 hours. The cooled reaction mixture is poured onto 75 ml. of ice-water and 15 ml. of 2-N aqueous sodium hydroxide and the benzene layer separated. The aqueous phase is re-extracted twice with diethyl ether and the extracts are washed with 10% by weight aqueous potassium bicarbonate solution, three time... Solvent: C1=CC=CC=C1 (benzene). The product is C(C)OC(C=C(C=CCC(C)(C)C)C)=O (3,7,7-Trimethyl-2,4-octadienoic acid ethyl ester). RXN SMILES: [CH3:1][C:2]([CH3:10])([CH3:9])[CH2:3][CH:4]=[CH:5][C:6](=O)[CH3:7].[CH2:11]([O:13][C:14](C=P(C1C=CC=CC=1)(C1C=CC=CC=1)C1C=CC=CC=1)=[O:15])[CH3:12].[C:36](O)(=O)C1C=CC=CC=1>C1C=CC=CC=1>[CH2:11]([O:13][C:14](=[O:15])[CH:7]=[C:6]([CH3:36])[CH:5]=[CH:4][CH2:3][C:2]([CH3:10])([CH3:9])[CH3:1])[CH3:12]. Starting materials: CC(CC=CC(C)=O)(C)C (6,6-dimethyl-3-hepten-2-one), ice water, C(C)OC(=O)C=P(C1=CC=CC=C1)(C1=CC=CC=C1)C1=CC=CC=C1 (ethoxycarbonylmethylene-triphenyl-phosphorane), C(C1=CC=CC=C1)(=O)O (benzoic acid).